From a dataset of the Open Reaction Database (ORD), a public repository of structured organic reaction records. describe an organic reaction: reactants, conditions, products, and yield Reaction conditions: temperature 60 celsius, time 30 minute. Run in CO (MeOH). Reaction SMILES: [CH2:1]([N:8]([CH2:19][CH2:20][O:21][Si](C(C)(C)C)(C)C)[C:9](=[O:18])[C:10]1[CH:15]=[CH:14][N+:13]([O-:16])=[CH:12][C:11]=1[F:17])[C:2]1[CH:7]=[CH:6][CH:5]=[CH:4][CH:3]=1.Cl>CO>[CH2:1]([N:8]([CH2:19][CH2:20][OH:21])[C:9](=[O:18])[C:10]1[CH:15]=[CH:14][N+:13]([O-:16])=[CH:12][C:11]=1[F:17])[C:2]1[CH:7]=[CH:6][CH:5]=[CH:4][CH:3]=1. Yields the product C(C1=CC=CC=C1)N(C(C1=C(C=[N+](C=C1)[O-])F)=O)CCO (N-benzyl-3-fluoro-N-(2-hydroxyethyl)isonicotinamide 1-oxide). Reported procedure: To a solution of the compound (1.20 g) obtained in step 2 in MeOH (5 mL) was added 6N hydrochloric acid (5 mL), and the mixture was stirred at 60° C. for 30 min. The reaction mixture was concentrated under reduced pressure, and the residue was dissolved in a mixture of ethyl acetate and THF. The solution was neutralized with aqueous sodium hydroxide solution, and the resultant product was extracted three times with a mixture of ethyl acetate and THF, and concentrated. The residue was purified by... Isolated yield 73.2%. Reactants: C(C1=CC=CC=C1)N(C(C1=C(C=[N+](C=C1)[O-])F)=O)CCO[Si](C)(C)C(C)(C)C (N-benzyl-N-(2-{[tert-butyl(dimethyl)silyl]oxy}ethyl)-3-fluoroisonicotinamide 1-oxide), Cl (hydrochloric acid). The solvent is CO (methanol), CO (methanol), C(Cl)Cl (DCM). The product is O1C(=NC2=C1C=CC=C2)C=2C(=NC=C(N2)C=2C=NN(C2)C2CCN(CC2)C)N (3-(1,3-benzoxazol-2-yl)-5-[1-(1-methyl-4-piperidyl)pyrazol-4-yl]pyrazin-2-amine). Starting materials: N (ammonia), C=O (formaldehyde), O1C(=NC2=C1C=CC=C2)C=2C(=NC=C(N2)C=2C=NN(C2)C2CCNCC2)N (3-(1,3-benzoxazol-2-yl)-5-[1-(4-piperidyl)pyrazol-4-yl]pyrazin-2-amine), C(C)(=O)O[BH-](OC(C)=O)OC(C)=O.[Na+] (Sodium triacetoxyborohydride). As a reaction SMILES: C=O.[O:3]1[C:7]2[CH:8]=[CH:9][CH:10]=[CH:11][C:6]=2[N:5]=[C:4]1[C:12]1[C:13]([NH2:29])=[N:14][CH:15]=[C:16]([C:18]2[CH:19]=[N:20][N:21]([CH:23]3[CH2:28][CH2:27][NH:26][CH2:25][CH2:24]3)[CH:22]=2)[N:17]=1.[C:30](O[BH-](OC(=O)C)OC(=O)C)(=O)C.[Na+].N>CO.C(Cl)Cl>[O:3]1[C:7]2[CH:8]=[CH:9][CH:10]=[CH:11][C:6]=2[N:5]=[C:4]1[C:12]1[C:13]([NH2:29])=[N:14][CH:15]=[C:16]([C:18]2[CH:19]=[N:20][N:21]([CH:23]3[CH2:24][CH2:25][N:26]([CH3:30])[CH2:27][CH2:28]3)[CH:22]=2)[N:17]=1 |f:2.3|. Procedure details: 37% Aqueous formaldehyde (0.049 ml) was added to a stirred solution 3-(1,3-benzoxazol-2-yl)-5-[1-(4-piperidyl)pyrazol-4-yl]pyrazin-2-amine (200 mg, 0.55 mmol) dissolved in methanol (2 ml) and DCM (2 ml) over a period of 5 minutes at 0° C. under an atmosphere of argon. The resulting solution was stirred at 0° C. for 5 minutes. Sodium triacetoxyborohydride (0.141 g) was added and the mixture was stirred for 5 minutes at ambient temperature. A solution of ammonia in methanol 7N (1 ml) was added and... Conditions: temperature 0 celsius, time 5 minute. Reactants: C1CCOC1, CC(C)(C)OC(=O)n1c(=O)[nH]c2ccccc21, CCOC(=O)N=NC(=O)OCC, OC1CCSCC1, c1ccc(P(c2ccccc2)c2ccccc2)cc1. Yields the product CC(C)(C)OC(=O)n1c(=O)n(C2CCSCC2)c2ccccc21. Reaction SMILES: [CH2:56]1[O:57][CH2:58][CH2:59][CH2:60]1.[O:13]=[c:14]1[nH:15][c:16]2[c:17]([n:18]1[C:19](=[O:20])[O:21][C:22]([CH3:23])([CH3:24])[CH3:25])[cH:26][cH:27][cH:28][cH:29]2.[O:1]=[C:2]([O:3][CH2:4][CH3:5])[N:6]=[N:7][C:8]([O:9][CH2:10][CH3:11])=[O:12].[S:49]1[CH2:50][CH2:51][CH:52]([OH:55])[CH2:53][CH2:54]1.[c:30]1([P:31]([c:32]2[cH:33][cH:34][cH:35][cH:36][cH:37]2)[c:38]2[cH:39][cH:40][cH:41][cH:42][cH:43]2)[cH:44][cH:45][cH:46][cH:47][cH:48]1>>[O:13]=[c:14]1[n:15]([CH:52]2[CH2:51][CH2:50][S:49][CH2:54][CH2:53]2)[c:16]2[c:17]([n:18]1[C:19](=[O:20])[O:21][C:22]([CH3:23])([CH3:24])[CH3:25])[cH:26][cH:27][cH:28][cH:29]2. The reactants are OC[C@H](CC(C)C)NC(=O)C1=NC(=C(N=C1)N1CCCC1)OCCC (6-Propoxy-5-pyrrolidin-1-yl-pyrazine-2-carboxylic acid ((S)-1-hydroxymethyl-3-methyl-butyl)-amide), title compounds, C(CCC)OC1=C(N=CC(=N1)C(=O)O)N1CCCC1 (6-butoxy-5-pyrrolidin-1-yl-pyrazine-2-carboxylic acid), N[C@H](CO)CC(C)C ((S)-2-amino-4-methyl-pentan-1-ol). The product is OC[C@H](CC(C)C)NC(=O)C1=NC(=C(N=C1)N1CCCC1)OCCCC (6-Butoxy-5-pyrrolidin-1-yl-pyrazine-2-carboxylic acid ((S)-1-hydroxymethyl-3-methyl-butyl)-amide). RXN SMILES: [OH:1][CH2:2][C@@H:3]([NH:8][C:9]([C:11]1[CH:16]=[N:15][C:14]([N:17]2[CH2:21][CH2:20][CH2:19][CH2:18]2)=[C:13]([O:22][CH2:23][CH2:24][CH3:25])[N:12]=1)=[O:10])[CH2:4][CH:5]([CH3:7])[CH3:6].[CH2:26](OC1N=C(C(O)=O)C=NC=1N1CCCC1)CCC.N[C@@H](CC(C)C)CO>>[OH:1][CH2:2][C@@H:3]([NH:8][C:9]([C:11]1[CH:16]=[N:15][C:14]([N:17]2[CH2:21][CH2:20][CH2:19][CH2:18]2)=[C:13]([O:22][CH2:23][CH2:24][CH2:25][CH3:26])[N:12]=1)=[O:10])[CH2:4][CH:5]([CH3:7])[CH3:6]. Reported procedure: In analogy to the procedure described for the synthesis of 6-propoxy-5-pyrrolidin-1-yl-pyrazine-2-carboxylic acid ((S)-1-hydroxymethyl-3-methyl-butyl)-amide (example 10, step d) the title compounds was prepared from 6-butoxy-5-pyrrolidin-1-yl-pyrazine-2-carboxylic acid and (S)-2-amino-4-methyl-pentan-1-ol (commercially available). m/z (ES+): 365.5 (M+H). Starting materials: OCCCCCCSC=1NC2=C(N1)C=CC=C2 (2-(6-Hydroxyhexylthio)benzimidazole), Cl.BrC1=CC=NC=C1 (4-bromopyridine hydrochloride), [OH-].[K+] (potassium hydroxide), C1COCCOCCOCCOCCOCCO1 (18-crown-6-ether). The solvent is CS(=O)C (DMSO), O (water). Run at temperature 150 celsius, time 6 hour. Product: N1=CC=C(C=C1)OCCCCCCSC=1NC2=C(N1)C=CC=C2 (2-(6-(4-Pyridyloxy)hexylthio)benzimidazole). Isolated yield 21.4%. As a reaction SMILES: [OH:1][CH2:2][CH2:3][CH2:4][CH2:5][CH2:6][CH2:7][S:8][C:9]1[NH:10][C:11]2[CH:17]=[CH:16][CH:15]=[CH:14][C:12]=2[N:13]=1.Cl.Br[C:20]1[CH:25]=[CH:24][N:23]=[CH:22][CH:21]=1.[OH-].[K+].C1OCCOCCOCCOCCOCCOC1>O.CS(C)=O>[N:23]1[CH:24]=[CH:25][C:20]([O:1][CH2:2][CH2:3][CH2:4][CH2:5][CH2:6][CH2:7][S:8][C:9]2[NH:13][C:12]3[CH:14]=[CH:15][CH:16]=[CH:17][C:11]=3[N:10]=2)=[CH:21][CH:22]=1 |f:1.2,3.4|. Procedure details: 0.5 g of the compound obtained in Example 26a, 0.4 g of 4-bromopyridine hydrochloride, 0.38 g of potassium hydroxide and 0.2 g of 18-crown-6-ether were added to 10 ml of DMSO and the mixture was heated to 150° C. with stirring for 6 hours. After cooling, the reaction mixture was added with water and extracted with ethyl acetate. The organic layer was washed with water and dried over sodium sulfate, and the solvent was evaporated under reduced pressure. The residue was purified by silica gel chro... The product is C(C)N(CCOC1=CC=CC=2N(C3=C(C=CC=C3C12)C)CC1=CC=C(C=C1)F)CC (N,N-Diethyl-N-(2-{[9-(4-fluorobenzyl)-8-methyl-9H-carbazol-4-yl]oxy}ethyl)amine). Procedure details: 9-(4-Fluorobenzyl)-8-methyl-9H-carbazol-4-ol (0.0176 g, 0.058mmol), 2-diethylaminoethylchloride hydrochloride (0.0144 g, 0.084 mmol), potassium carbonate (0.0332 g, 0.24 mmol), sodium iodide (0.0008 g, 0.0053 mmol) and DMF (1 mL) are heated at 85° C. for 4 h. After the mixture had cooled, it is partitioned between water and ethyl acetate. The aqueous layer is also washed with dichloromethane. The combined organic layers are dried over magnesium sulfate and concentrated to an oil. The oil is chro... Yield: 63.1%. Solvent: CN(C)C=O (DMF). The reactants are FC1=CC=C(CN2C3=C(C=CC=C3C=3C(=CC=CC23)O)C)C=C1 (9-(4-Fluorobenzyl)-8-methyl-9H-carbazol-4-ol), Cl.C(C)N(CCCl)CC (2-diethylaminoethylchloride hydrochloride), C([O-])([O-])=O.[K+].[K+] (potassium carbonate), [I-].[Na+] (sodium iodide). RXN SMILES: [F:1][C:2]1[CH:23]=[CH:22][C:5]([CH2:6][N:7]2[C:19]3[CH:18]=[CH:17][CH:16]=[C:15]([OH:20])[C:14]=3[C:13]3[C:8]2=[C:9]([CH3:21])[CH:10]=[CH:11][CH:12]=3)=[CH:4][CH:3]=1.Cl.[CH2:25]([N:27]([CH2:31][CH3:32])[CH2:28][CH2:29]Cl)[CH3:26].C(=O)([O-])[O-].[K+].[K+].[I-].[Na+]>CN(C=O)C>[CH2:25]([N:27]([CH2:31][CH3:32])[CH2:28][CH2:29][O:20][C:15]1[C:14]2[C:13]3[C:8](=[C:9]([CH3:21])[CH:10]=[CH:11][CH:12]=3)[N:7]([CH2:6][C:5]3[CH:22]=[CH:23][C:2]([F:1])=[CH:3][CH:4]=3)[C:19]=2[CH:18]=[CH:17][CH:16]=1)[CH3:26] |f:1.2,3.4.5,6.7|. Reactants: CC(C)(C)[Si](C)(C)OC1CCc2c(-c3ncc(-c4ccc(F)c(C#N)c4)s3)cccc21, CC(C)[O-], CC(C)O, [Na+]. RXN SMILES: [C:1]([CH3:2])([CH3:3])([CH3:4])[Si:5]([O:6][CH:7]1[CH2:8][CH2:9][c:10]2[c:11](-[c:16]3[s:17][c:18](-[c:21]4[cH:22][cH:23][c:24]([F:29])[c:25]([C:26]#[N:27])[cH:28]4)[cH:19][n:20]3)[cH:12][cH:13][cH:14][c:15]21)([CH3:30])[CH3:31].[CH3:32][CH:33]([O-:34])[CH3:35].[CH:37]([OH:38])([CH3:39])[CH3:40].[Na+:36]>>[C:1]([CH3:2])([CH3:3])([CH3:4])[Si:5]([O:6][CH:7]1[CH2:8][CH2:9][c:10]2[c:11](-[c:16]3[s:17][c:18](-[c:21]4[cH:22][cH:23][c:24]([O:34][CH:33]([CH3:32])[CH3:35])[c:25]([C:26]#[N:27])[cH:28]4)[cH:19][n:20]3)[cH:12][cH:13][cH:14][c:15]21)([CH3:30])[CH3:31]. Yields the product CC(C)Oc1ccc(-c2cnc(-c3cccc4c3CCC4O[Si](C)(C)C(C)(C)C)s2)cc1C#N. The reactants are CC(C#CC=CCNC)(C)C (N-(6,6-dimethyl-2-hepten-4-ynyl)methylamine), C([O-])([O-])=O.[K+].[K+] (potassium carbonate), BrCC=1C=C(C=CC1)C(C)=O (3′-bromomethylacetophenone). Run in CN(C=O)C (N,N-dimethylformamide), CN(C=O)C (N,N-dimethylformamide). The product is CC(C#C/C=C/CN(C)CC=1C=C(C=CC1)C(C)=O)(C)C (trans-3′-[N-(6,6-Dimethyl-2-hepten-4-ynyl)-N-methylaminomethyl]acetophenone). Yield: 88.4%. Reaction SMILES: [CH3:1][C:2]([CH3:11])([CH3:10])[C:3]#[C:4][CH:5]=[CH:6][CH2:7][NH:8][CH3:9].C(=O)([O-])[O-].[K+].[K+].Br[CH2:19][C:20]1[CH:21]=[C:22]([C:26](=[O:28])[CH3:27])[CH:23]=[CH:24][CH:25]=1>CN(C)C=O>[CH3:1][C:2]([CH3:11])([CH3:10])[C:3]#[C:4]/[CH:5]=[CH:6]/[CH2:7][N:8]([CH2:19][C:20]1[CH:21]=[C:22]([C:26](=[O:28])[CH3:27])[CH:23]=[CH:24][CH:25]=1)[CH3:9] |f:1.2.3|. Reported procedure: N-(6,6-dimethyl-2-hepten-4-ynyl)methylamine (trans:cis=about 3:1) (1.06 g; 7.04 mmol) and potassium carbonate (1.95 g; 14.1 mmol) were added to N,N-dimethylformamide (20 ml). While the mixture was stirred in an ice bath, 3′-bromomethylacetophenone (1.31 g; 6.15 mmol) in N,N-dimethylformamide (15 ml) was added dropwise. After completion of addition, the mixture was removed from the ice bath, and stirred for 15 minutes at room temperature. Reaction was stopped by pouring the mixture into ice+satur...